This data is from the Open Reaction Database (ORD), a public repository of structured organic reaction records. The task is: describe an organic reaction: reactants, conditions, products, and yield Starting materials: CCOC(=O)N1CCN(C(=O)C(CCC(=O)OC(C)(C)C)NC(=O)c2cc(OCC(=O)NC3(C(=O)OCc4ccccc4)CCC3)n(-c3ccccc3)n2)CC1, CCOC(C)=O, [H][H]. Product: CCOC(=O)N1CCN(C(=O)C(CCC(=O)OC(C)(C)C)NC(=O)c2cc(OCC(=O)NC3(C(=O)O)CCC3)n(-c3ccccc3)n2)CC1. As a reaction SMILES: [CH2:1]([CH3:2])[O:3][C:4](=[O:5])[N:6]1[CH2:7][CH2:8][N:9]([C:12]([CH:13]([CH2:14][CH2:15][C:16](=[O:17])[O:18][C:19]([CH3:20])([CH3:21])[CH3:22])[NH:23][C:24](=[O:25])[c:26]2[n:27][n:28](-[c:50]3[cH:51][cH:52][cH:53][cH:54][cH:55]3)[c:29]([O:31][CH2:32][C:33]([NH:34][C:35]3([C:39](=[O:40])[O:41][CH2:42][c:43]4[cH:44][cH:45][cH:46][cH:47][cH:48]4)[CH2:36][CH2:37][CH2:38]3)=[O:49])[cH:30]2)=[O:56])[CH2:10][CH2:11]1.[CH3:59][CH2:60][O:61][C:62](=[O:63])[CH3:64].[H:57][H:58]>>[CH2:1]([CH3:2])[O:3][C:4](=[O:5])[N:6]1[CH2:7][CH2:8][N:9]([C:12]([CH:13]([CH2:14][CH2:15][C:16](=[O:17])[O:18][C:19]([CH3:20])([CH3:21])[CH3:22])[NH:23][C:24](=[O:25])[c:26]2[n:27][n:28](-[c:50]3[cH:51][cH:52][cH:53][cH:54][cH:55]3)[c:29]([O:31][CH2:32][C:33]([NH:34][C:35]3([C:39](=[O:40])[OH:41])[CH2:36][CH2:37][CH2:38]3)=[O:49])[cH:30]2)=[O:56])[CH2:10][CH2:11]1. Starting materials: CC(=O)O, CC(=NO)c1ccc2c(c1)B(O)OC2(C)C, [Zn]. The product is CC(N)c1ccc2c(c1)B(O)OC2(C)C. RXN SMILES: [C:17]([OH:18])(=[O:19])[CH3:20].[OH:1][B:2]1[O:3][C:4]([CH3:15])([CH3:16])[c:5]2[c:6]1[cH:7][c:8]([C:11]([CH3:12])=[N:13][OH:14])[cH:9][cH:10]2.[Zn:21]>>[OH:1][B:2]1[O:3][C:4]([CH3:15])([CH3:16])[c:5]2[c:6]1[cH:7][c:8]([CH:11]([CH3:12])[NH2:13])[cH:9][cH:10]2. Starting materials: C(C)(=O)O (acetic acid), C(#N)C=1C=C2CCCC(C2=CC1)=O (6-Cyano-1-tetralone). The solvent is Cl (hydrochloric acid). Run at temperature 120 celsius, time 16 hour. Product: O=C1C=2C=CC(=CC2CCC1)C(=O)O (5-oxo-5,6,7,8-tetrahydro-2-naphthalenecarboxylic acid). RXN SMILES: C(C1[CH:4]=[C:5]2[C:10](=[CH:11][CH:12]=1)[C:9](=[O:13])[CH2:8][CH2:7][CH2:6]2)#N.[C:14]([OH:17])(=[O:16])[CH3:15]>Cl>[O:13]=[C:9]1[CH2:8][CH2:7][CH2:6][C:5]2[CH:4]=[C:15]([C:14]([OH:17])=[O:16])[CH:12]=[CH:11][C:10]1=2. Reported procedure: 6-Cyano-1-tetralone (1.30 g, 7.59 mmol) synthesized by a known literature method (Synthetic Communications, 23(21), 2965 (1993)) was dissolved in a mixed solution of concentrated hydrochloric acid (10 ml) and acetic acid (20 ml), which was stirred at 120° C. for 16 hours. The reaction mixture was concentrated. Ethyl acetate and water were added to the residue, and extraction was conducted. The organic layer was washed with water, and concentrated. The residue was washed with ethyl acetate-n-hexa... The reactants are CCOCC (Et2O), BrCC1(CN(C1)S(=O)(=O)C1=CC=C(C=C1)C)CO ((3-(Bromomethyl)-1-(p-toluenesulfonyl)azetidin-3-yl)methanol), PPh3, C(Br)(Br)(Br)Br (CBr4). Solvent: C(Cl)Cl (DCM). Conditions: temperature 0 celsius, time 2 hour. The product is BrCC1(CN(C1)S(=O)(=O)C1=CC=C(C=C1)C)CBr (3,3-Bis(bromomethyl)-1-(p-toluenesulfonyl)azetidine). Isolated yield 66.2%. As a reaction SMILES: [Br:1][CH2:2][C:3]1([CH2:17]O)[CH2:6][N:5]([S:7]([C:10]2[CH:15]=[CH:14][C:13]([CH3:16])=[CH:12][CH:11]=2)(=[O:9])=[O:8])[CH2:4]1.C(Br)(Br)(Br)[Br:20].CCOCC>C(Cl)Cl>[Br:1][CH2:2][C:3]1([CH2:17][Br:20])[CH2:6][N:5]([S:7]([C:10]2[CH:15]=[CH:14][C:13]([CH3:16])=[CH:12][CH:11]=2)(=[O:9])=[O:8])[CH2:4]1. Reported procedure: (3-(Bromomethyl)-1-(p-toluenesulfonyl)azetidin-3-yl)methanol (10.2 g, 30.6 mmol) was dissolved in DCM (100 mL) and CBr4 (16.9 g, 51 mmol) was added. The solution was cooled to 0° C. and then PPh3 (13.4 g, 51 mmol) was added in one portion. The resulting mixture was stirred at 0° C. for 2 h, then warmed to rt and stirred for 4 h. Et2O (100 mL) was added and the yellow precipitate was filtered. The filtrate was concentrated under reduced pressure and purification by flash chromatography (Biotage I... Product: COc1cnccc1N1CCNCC1. The reactants are COC(=O)N1CCN(c2ccncc2OC)CC1, CCO, [K+], NN, [OH-], O. RXN SMILES: [CH3:1][O:2][c:3]1[cH:4][n:5][cH:6][cH:7][c:8]1[N:9]1[CH2:10][CH2:11][N:12]([C:15]([O:16][CH3:17])=[O:18])[CH2:13][CH2:14]1.[CH3:24][CH2:25][OH:26].[K+:23].[NH2:20][NH2:21].[OH-:22].[OH2:19]>>[CH3:1][O:2][c:3]1[cH:4][n:5][cH:6][cH:7][c:8]1[N:9]1[CH2:10][CH2:11][NH:12][CH2:13][CH2:14]1. Reported procedure: To a solution of 2,6-dichloro-4-nitropyridine (3.8 g; 0.02 mol) in dimethylformamide (50 ml) cooled with an ice-bath was sodium thiomethoxide (1.4 g; 0.02 mol) slowly added. After stirring for 3 hours, the reaction mixture was quenched with water (300 ml) and extracted 3 times each with a hexane/ethyl acetate mixture (100 ml; 1/1). The combined extracts were dried with anhydrous magnesium sulphate and the solvent was removed in vacuo. Purification by silica gel flash column chromatography afford... Product: ClC1=NC(=CC(=C1)SC)Cl (2,6-dichloro-4-methylthiopyridine). The yield is 74.7%. Reactants: ClC1=NC(=CC(=C1)[N+](=O)[O-])Cl (2,6-dichloro-4-nitropyridine), C[S-].[Na+] (sodium thiomethoxide). Conditions: time 3 hour. Reaction SMILES: [Cl:1][C:2]1[CH:7]=[C:6]([N+]([O-])=O)[CH:5]=[C:4]([Cl:11])[N:3]=1.[CH3:12][S-:13].[Na+]>CN(C)C=O>[Cl:1][C:2]1[CH:7]=[C:6]([S:13][CH3:12])[CH:5]=[C:4]([Cl:11])[N:3]=1 |f:1.2|. Solvent: CN(C=O)C (dimethylformamide). Starting materials: [Cl-].[NH4+] (ammonium chloride), N1(N=CN=C1)C1=CC=C(CC=2C(=NC3=CC=C(C=C3C2Cl)C(=O)C2=CC=C(C=C2)Cl)OC)C=C1 ((3-(4-(1H-1,2,4-triazol-1-yl)benzyl)-4-chloro-2-methoxyquinolin-6-yl)(4-chlorophenyl)methanone), N1(N=CN=C1)C1=CC=C(CC=2C(=NC3=CC=C(C=C3C2Cl)C(=O)C2=CC=C(C=C2)Cl)OC)C=C1 ((3-(4-(1H-1,2,4-triazol-1-yl)benzyl)-4-chloro-2-methoxyquinolin-6-yl)(4-chlorophenyl)methanone), [Cl-].[Li+].C(C)(C)[Mg]Cl (Isopropylmagnesium chloride lithium chloride), ice water, BrC1=CN=CN1C (5-bromo-1-methyl-1H-imidazole). The solvent is O1CCCC1 (tetrahydrofuran), O1CCCC1 (tetrahydrofuran), O1CCCC1 (tetrahydrofuran). Run at time 5 minute. Product: N1(N=CN=C1)C1=CC=C(CC=2C(=NC3=CC=C(C=C3C2Cl)C(O)(C2=CN=CN2C)C2=CC=C(C=C2)Cl)OC)C=C1 ((3-(4-(1H-1,2,4-Triazol-1-yl)benzyl)-4-chloro-2-methoxyquinolin-6-yl)(4-chlorophenyl)(1-methyl-1H-imidazol-5-yl)methanol). As a reaction SMILES: [Cl-].[Li+].C([Mg]Cl)(C)C.Br[C:9]1[N:13]([CH3:14])[CH:12]=[N:11][CH:10]=1.[N:15]1([C:20]2[CH:48]=[CH:47][C:23]([CH2:24][C:25]3[C:26]([O:45][CH3:46])=[N:27][C:28]4[C:33]([C:34]=3[Cl:35])=[CH:32][C:31]([C:36]([C:38]3[CH:43]=[CH:42][C:41]([Cl:44])=[CH:40][CH:39]=3)=[O:37])=[CH:30][CH:29]=4)=[CH:22][CH:21]=2)[CH:19]=[N:18][CH:17]=[N:16]1.[Cl-].[NH4+]>O1CCCC1>[N:15]1([C:20]2[CH:48]=[CH:47][C:23]([CH2:24][C:25]3[C:26]([O:45][CH3:46])=[N:27][C:28]4[C:33]([C:34]=3[Cl:35])=[CH:32][C:31]([C:36]([C:38]3[CH:43]=[CH:42][C:41]([Cl:44])=[CH:40][CH:39]=3)([C:9]3[N:13]([CH3:14])[CH:12]=[N:11][CH:10]=3)[OH:37])=[CH:30][CH:29]=4)=[CH:22][CH:21]=2)[CH:19]=[N:18][CH:17]=[N:16]1 |f:0.1.2,5.6|. Procedure details: Isopropylmagnesium chloride lithium chloride complex (1.3 M in tetrahydrofuran, 2.0 mL, 2.60 mmol) was added to an ice-water cooled solution of 5-bromo-1-methyl-1H-imidazole (444 mg, 2.76 mmol) in tetrahydrofuran (12 mL). The resulting white suspension was stirred for 5 minutes then the cooling bath was removed. After 10 minutes, the suspension was added dropwise by syringe to an ice-water cooled mixture of (3-(4-(1H-1,2,4-triazol-1-yl)benzyl)-4-chloro-2-methoxyquinolin-6-yl)(4-chlorophenyl)meth... The reactants are O (water), BrC1=CC=C(C=C1)C1=NC2=C(N1C1=CC=CC=C1)C=CC=C2 (2-(4-bromophenyl)-1-phenyl-1H-benzo[d]imidazole), C(CCC)[Li] (n-butyllithium), C1(=CC=CC=C1)C1=NC2=C3N=CC=C(C3=CC=C2C(=C1)C1=CC=CC=C1)C1=CC=CC=C1 (2,4,7-triphenyl-1,10-phenanthroline). The solvent is C1CCOC1 (THF), C1CCOC1 (THF). Reaction conditions: temperature -78 celsius. The product is C1(=CC=CC=C1)C1=NC2=C3N=C(C=C(C3=CC=C2C(=C1)C1=CC=CC=C1)C1=CC=CC=C1)C1=CC=C(C=C1)C1=NC2=C(N1C1=CC=CC=C1)C=CC=C2 (2,4,7-triphenyl-9-(4-(1-phenyl-1H-benzo[d]imidazol-2-yl)phenyl)-1,10-phenanthroline). Isolated yield 47.0%. Reaction SMILES: Br[C:2]1[CH:7]=[CH:6][C:5]([C:8]2[N:12]([C:13]3[CH:18]=[CH:17][CH:16]=[CH:15][CH:14]=3)[C:11]3[CH:19]=[CH:20][CH:21]=[CH:22][C:10]=3[N:9]=2)=[CH:4][CH:3]=1.C([Li])CCC.[C:28]1([C:34]2[CH:47]=[C:46]([C:48]3[CH:53]=[CH:52][CH:51]=[CH:50][CH:49]=3)[C:45]3[C:36](=[C:37]4[C:42](=[CH:43][CH:44]=3)[C:41]([C:54]3[CH:59]=[CH:58][CH:57]=[CH:56][CH:55]=3)=[CH:40][CH:39]=[N:38]4)[N:35]=2)[CH:33]=[CH:32][CH:31]=[CH:30][CH:29]=1.O>C1COCC1>[C:28]1([C:34]2[CH:47]=[C:46]([C:48]3[CH:53]=[CH:52][CH:51]=[CH:50][CH:49]=3)[C:45]3[C:36](=[C:37]4[C:42](=[CH:43][CH:44]=3)[C:41]([C:54]3[CH:55]=[CH:56][CH:57]=[CH:58][CH:59]=3)=[CH:40][C:39]([C:2]3[CH:7]=[CH:6][C:5]([C:8]5[N:12]([C:13]6[CH:14]=[CH:15][CH:16]=[CH:17][CH:18]=6)[C:11]6[CH:19]=[CH:20][CH:21]=[CH:22][C:10]=6[N:9]=5)=[CH:4][CH:3]=3)=[N:38]4)[N:35]=2)[CH:33]=[CH:32][CH:31]=[CH:30][CH:29]=1. Procedure details: To a three-necked flask of 250 ml, 3.84 g (11 mmol) of 2-(4-bromophenyl)-1-phenyl-1H-benzo[d]imidazole and 70 ml of THF were charged, then 6.9 ml (11 mmol) n-butyllithium (1.6M in Hexane solution) was dropped under stirring at −78° C. in a nitrogen atmosphere. The mixture was stirred for one hour at −78° C., and a solution of 2.29 g (5.6 mmol) 2,4,7-triphenyl-1,10-phenanthroline in 30 ml THF was dropped. Then the mixture was stirred at room temperature for overnight and was added with water. The...